Dataset: the Open Reaction Database (ORD), a public repository of structured organic reaction records. Task: describe an organic reaction: reactants, conditions, products, and yield Reactants: C(C)C=1C=NC(=NC1)N1CCC(CC1)[C@@H]1[C@@H](C1)COCC1=CC=C(N)C=C1 (4-[({(1R,2R)-2-[1-(5-ethylpyrimidin-2-yl)piperidin-4-yl]cyclopropyl}methoxy)methyl]aniline), [N-]=[N+]=[N-].[Na+] (sodium azide), C(OC)(OC)OC (trimethyl orthoformate), C(C)(=O)O (acetic acid), C(=O)(O)[O-].[Na+] (NaHCO3). The solvent is O (water). Yields the product C(C)C=1C=NC(=NC1)N1CCC(CC1)[C@@H]1[C@@H](C1)COCC1=CC=C(C=C1)N1N=NN=C1 (5-ethyl-2-{4-[(1R,2R)-2-({[4-(1H-tetrazol-1-yl)benzyl]oxy}methyl)cyclopropyl]piperidin-1-yl}pyrimidine). Reaction SMILES: [CH2:1]([C:3]1[CH:4]=[N:5][C:6]([N:9]2[CH2:14][CH2:13][CH:12]([C@H:15]3[CH2:17][C@H:16]3[CH2:18][O:19][CH2:20][C:21]3[CH:27]=[CH:26][C:24]([NH2:25])=[CH:23][CH:22]=3)[CH2:11][CH2:10]2)=[N:7][CH:8]=1)[CH3:2].[N-:28]=[N+:29]=[N-:30].[Na+].[CH:32](OC)(OC)OC.C(O)(=O)C.C([O-])(O)=O.[Na+]>O>[CH2:1]([C:3]1[CH:4]=[N:5][C:6]([N:9]2[CH2:14][CH2:13][CH:12]([C@H:15]3[CH2:17][C@H:16]3[CH2:18][O:19][CH2:20][C:21]3[CH:22]=[CH:23][C:24]([N:25]4[CH:32]=[N:30][N:29]=[N:28]4)=[CH:26][CH:27]=3)[CH2:11][CH2:10]2)=[N:7][CH:8]=1)[CH3:2] |f:1.2,5.6|. Procedure: The product of step A (60 mg, 0.16 mmol), sodium azide (13 mg, 0.2 mmol), trimethyl orthoformate (0.3 mL, 2.7 mmol), and acetic acid (0.15 mL, 2.6 mmol) were heated at 80° C. for 6 hours. The solution was cooled and diluted with water. The solution was neutralized with NaHCO3 and extracted with DCM. The organic layers were dried (Na2SO4), filtered, and concentrated. The residue was purified via reverse-phase HPLC (C18: gradient 10-100 water/acetonitrile 0.1% formic acid) which yielded the title ... Starting materials: ClC1=CC=C(CS[C@@H]2CC[C@H](CC2)C=O)C=C1 (trans-4-[(4-chlorobenzyl) thio]cyclohexanecarboxaldehyde), [Cl-].FC(C1=CC=C(/C=C/C[P+](C2=CC=CC=C2)(C2=CC=CC=C2)C2=CC=CC=C2)C=C1)(F)F ([(E)-4-(trifluoromethyl) cinnamyl]triphenylphosphonium chloride), [H-].[Na+] (sodium hydride). The solvent is CS(=O)C (dimethyl sulfoxide), CCCCCC (hexane), C1(=CC=CC=C1)C (toluene). Conditions: temperature 55 celsius, time 2.5 hour. Yields the product FC(C1=CC=C(C=C1)/C=C/C=C/[C@@H]1CC[C@H](CC1)SCC1=CC=C(C=C1)Cl)(F)F (4-Chlorobenzyl trans-4-[(1E,3E)-4-[4-(trifluoromethyl)phenyl]-1,3-butadienyl]cyclohexyl sulfide). Yield: 31.2%. Reaction SMILES: [H-].[Na+].[Cl-].[F:4][C:5]([F:35])([F:34])[C:6]1[CH:33]=[CH:32][C:9](/[CH:10]=[CH:11]/[CH2:12][P+](C2C=CC=CC=2)(C2C=CC=CC=2)C2C=CC=CC=2)=[CH:8][CH:7]=1.[Cl:36][C:37]1[CH:52]=[CH:51][C:40]([CH2:41][S:42][C@H:43]2[CH2:48][CH2:47][C@H:46]([CH:49]=O)[CH2:45][CH2:44]2)=[CH:39][CH:38]=1>CCCCCC.CS(C)=O.C1(C)C=CC=CC=1>[F:35][C:5]([F:4])([F:34])[C:6]1[CH:7]=[CH:8][C:9](/[CH:10]=[CH:11]/[CH:12]=[CH:49]/[C@H:46]2[CH2:45][CH2:44][C@H:43]([S:42][CH2:41][C:40]3[CH:51]=[CH:52][C:37]([Cl:36])=[CH:38][CH:39]=3)[CH2:48][CH2:47]2)=[CH:32][CH:33]=1 |f:0.1,2.3|. Procedure: After 50 mg (1.14 mmol) of 55% sodium hydride were washed with hexane, it was suspended in 7 ml of dimethyl sulfoxide, followed by stirring of the suspension at 55° C. for 2.5 hours. The mixture was cooled to room temperature and 607 mg (1.26 mmol) of [(E)-4-(trifluoromethyl) cinnamyl]triphenylphosphonium chloride were added thereto. Further, 170 mg (0.63 mmol) of trans-4-[(4-chlorobenzyl) thio]cyclohexanecarboxaldehyde were added to the resulting mixture, followed by stirring of the mixture at ... Starting materials: ClCCl, O=[Cr](=O)([O-])O[Cr](=O)(=O)[O-], O=[Cr](=O)([O-])Cl, OCc1ccccc1, c1cc[nH+]cc1, c1cc[nH+]cc1, c1cc[nH+]cc1. Product: O=Cc1ccccc1. Reaction SMILES: [CH2:41]([Cl:42])[Cl:43].[Cr:9]([O:10][Cr:11]([O-:12])(=[O:13])=[O:14])([O-:15])(=[O:16])=[O:17].[O:30]=[Cr:31]([Cl:32])([O-:33])=[O:34].[OH:1][CH2:2][c:3]1[cH:4][cH:5][cH:6][cH:7][cH:8]1.[nH+:18]1[cH:19][cH:20][cH:21][cH:22][cH:23]1.[nH+:24]1[cH:25][cH:26][cH:27][cH:28][cH:29]1.[nH+:35]1[cH:36][cH:37][cH:38][cH:39][cH:40]1>>[O:1]=[CH:2][c:3]1[cH:4][cH:5][cH:6][cH:7][cH:8]1. Reactants: ClC1=CC=2C3=C(N(C2C=C1)CCC(=O)OCC)CCN(C3)C (ethyl 3-(8-chloro-1,2,3,4-tetrahydro-2-methylpyrido[4,3-b]indol-5-yl)propanoate), N1CCCC1 (pyrrolidine). Reaction conditions: temperature 120 celsius. Product: ClC1=CC=2C3=C(N(C2C=C1)CCC(=O)N1CCCC1)CCN(C3)C (3-(8-chloro-1,2,3,4-tetrahydro-2-methylpyrido[4,3-b]indol-5-yl)-1-(pyrrolidin-1-yl)propan-1-one). Reaction SMILES: [Cl:1][C:2]1[CH:10]=[CH:9][C:8]2[N:7]([CH2:11][CH2:12][C:13]([O:15]CC)=O)[C:6]3[CH2:18][CH2:19][N:20]([CH3:22])[CH2:21][C:5]=3[C:4]=2[CH:3]=1.[NH:23]1[CH2:27][CH2:26][CH2:25][CH2:24]1>>[Cl:1][C:2]1[CH:10]=[CH:9][C:8]2[N:7]([CH2:11][CH2:12][C:13]([N:23]3[CH2:27][CH2:26][CH2:25][CH2:24]3)=[O:15])[C:6]3[CH2:18][CH2:19][N:20]([CH3:22])[CH2:21][C:5]=3[C:4]=2[CH:3]=1. Procedure details: A mixture of ethyl 3-(8-chloro-1,2,3,4-tetrahydro-2-methylpyrido[4,3-b]indol-5-yl)propanoate (100 mg) and pyrrolidine (2 ml) was heated at 120° C. for 3 h to obtain 39 mg of 3-(8-chloro-1,2,3,4-tetrahydro-2-methylpyrido[4,3-b]indol-5-yl)-1-(pyrrolidin-1-yl)propan-1-one after purification on neutral alumina chromatography eluting with methanol-dichloromethane gradient. The free base was converted into its oxalate salt by treatment of oxalic acid (1 equiv) in anhydrous THF. Starting materials: CN(S(=O)(=O)C=CC1=CC=CC=C1)CC(=C)C1=NC(=CC=C1)C(F)(F)F (3-(N-methyl-N-styrylsulfonylamino)-2-(6-trifluoromethylpyridin-2-yl)propene), O.O.O.C(C)(=O)[O-].[Na+] (sodium acetate trihydrate), C(C)(=O)OO (peracetic acid). Solvent: C(Cl)(Cl)Cl (chloroform). Conditions: temperature 60 celsius, time 5 hour. Product: O1CC1(CN(S(=O)(=O)C=CC1=CC=CC=C1)C)C1=NC(=CC=C1)C(F)(F)F (1,2-epoxy-3-(N-methyl-N-styrylsulfonylamino)-2-(6-trifluoromethylpyridin-2-yl)propane). Yield: 119.5%. Reaction SMILES: [CH3:1][N:2]([CH2:14][C:15]([C:17]1[CH:22]=[CH:21][CH:20]=[C:19]([C:23]([F:26])([F:25])[F:24])[N:18]=1)=[CH2:16])[S:3]([CH:6]=[CH:7][C:8]1[CH:13]=[CH:12][CH:11]=[CH:10][CH:9]=1)(=[O:5])=[O:4].O.O.O.C([O-])(=[O:32])C.[Na+].C(OO)(=O)C>C(Cl)(Cl)Cl>[O:32]1[C:15]([C:17]2[CH:22]=[CH:21][CH:20]=[C:19]([C:23]([F:25])([F:24])[F:26])[N:18]=2)([CH2:14][N:2]([CH3:1])[S:3]([CH:6]=[CH:7][C:8]2[CH:9]=[CH:10][CH:11]=[CH:12][CH:13]=2)(=[O:4])=[O:5])[CH2:16]1 |f:1.2.3.4.5|. Procedure: A mixture of 1.1 g of 3-(N-methyl-N-styrylsulfonylamino)-2-(6-trifluoromethylpyridin-2-yl)propene, 0.20 g of sodium acetate trihydrate, 2.19 g of 40% peracetic acid and 11 ml of chloroform was stirred at 60° C. for 5 hours. After the reaction mixture was cooled to room temperature, 10 ml of carbon tetrachrolide was added thereto, and the whole mixture was subsequently washed with water, an aqueous solution of 10% sodium bisulfite, a 2N aqueous solution of sodium hydroxide, water and saturated sa... The solvent is O1CCCC1 (tetrahydrofuran), CO (methanol), C(C)O (ethanol). Reactants: S1C=CC=C1 (thiophene), C(C)=O (acetaldehyde), NC1=CC(=C(C(=O)N[C@@H]2[C@@H](CNCC2)OC)C=C1Cl)OC (cis-4-amino-5-chloro-2-methoxy-N-(3-methoxy-4piperidinyl)benzamide), [H][H] (hydrogen). The reagents and catalysts are [Pt] (platinum-on-charcoal). The product is O.NC1=CC(=C(C(=O)N[C@@H]2[C@@H](CN(CC2)CC)OC)C=C1Cl)OC (cis-4-amino-5-chloro-N-(1-ethyl-3-methoxy-4-piperidinyl)-2-methoxybenzamide monohydrate). Procedure: To 1 part of a solution of 2 parts of thiophene in 40 parts of ethanol were added 12 parts of an acetaldehyde solution 10% in tetrahydrofuran, 6.3 parts of cis-4-amino-5-chloro-2-methoxy-N-(3-methoxy-4piperidinyl)benzamide and 120 parts of methanol. The whole was hydrogenated at normal pressure and at room temperature with 2 parts of platinum-on-charcoal catalyst 5%. After the calculated amount of hydrogen was taken up, the catalyst was filtered off and the filtrate was evaporated. The residue w... RXN SMILES: S1C=C[CH:3]=[CH:2]1.C(=[O:8])C.[NH2:9][C:10]1[C:26]([Cl:27])=[CH:25][C:13]([C:14]([NH:16][C@H:17]2[CH2:22][CH2:21][NH:20][CH2:19][C@H:18]2[O:23][CH3:24])=[O:15])=[C:12]([O:28][CH3:29])[CH:11]=1.[H][H]>O1CCCC1.[Pt].CO.C(O)C>[OH2:8].[NH2:9][C:10]1[C:26]([Cl:27])=[CH:25][C:13]([C:14]([NH:16][C@H:17]2[CH2:22][CH2:21][N:20]([CH2:2][CH3:3])[CH2:19][C@H:18]2[O:23][CH3:24])=[O:15])=[C:12]([O:28][CH3:29])[CH:11]=1 |f:8.9|.